Task: describe an organic reaction: reactants, conditions, products, and yield. Dataset: the Open Reaction Database (ORD), a public repository of structured organic reaction records Procedure: To a solution of 1.8 g of (S)-4-(4-methoxy-phenyl)-6-oxo-3,6-dihydro-2H-pyridine-1,2-dicarboxylic acid 2-benzyl ester 1-tert-butyl ester in 15 ml of 1,4 dioxane are added 1.2 ml of 4N hydrochloric acid in 1,4 dioxane at room temperature. The reaction mixture is stirred for 1 hour and concentrated under reduced pressure to afford the title compound as an off white solid. Rf=0.1 (EtOAc-heptane 1:1); Rt=3.94. The reactants are C(C)(C)(C)OC(=O)N1[C@@H](CC(=CC1=O)C1=CC=C(C=C1)OC)C(=O)OCC1=CC=CC=C1 ((S)-4-(4-methoxy-phenyl)-6-oxo-3,6-dihydro-2H-pyridine-1,2-dicarboxylic acid 2-benzyl ester 1-tert-butyl ester), Cl (hydrochloric acid). Solvent: O1CCOCC1 (1,4 dioxane), O1CCOCC1 (1,4 dioxane). RXN SMILES: C(OC([N:8]1[C:13](=[O:14])[CH:12]=[C:11]([C:15]2[CH:20]=[CH:19][C:18]([O:21][CH3:22])=[CH:17][CH:16]=2)[CH2:10][C@H:9]1[C:23]([O:25][CH2:26][C:27]1[CH:32]=[CH:31][CH:30]=[CH:29][CH:28]=1)=[O:24])=O)(C)(C)C.Cl>O1CCOCC1>[CH2:26]([O:25][C:23]([C@@H:9]1[CH2:10][C:11]([C:15]2[CH:20]=[CH:19][C:18]([O:21][CH3:22])=[CH:17][CH:16]=2)=[CH:12][C:13](=[O:14])[NH:8]1)=[O:24])[C:27]1[CH:32]=[CH:31][CH:30]=[CH:29][CH:28]=1. The product is C(C1=CC=CC=C1)OC(=O)[C@H]1NC(C=C(C1)C1=CC=C(C=C1)OC)=O ((S)-4-(4-Methoxy-phenyl)-6-oxo-1,2,3,6-tetrahydro-pyridine-2-carboxylic acid benzyl ester). Conditions: time 1 hour. Starting materials: BrCC(=O)C=1C=C(C(=O)OC)C=CC1C (methyl 3-(2-bromoacetyl)-4-methylbenzoate), BrCC(=O)C=1C=C(C(=O)OC)C=CC1C (methyl 3-(2-bromoacetyl)-4-methylbenzoate), Cl.COCC(N)=N (2-methoxyacetimidamide hydrochloride), Cl.COCC(N)=N (2-methoxyacetimidamide hydrochloride), C([O-])([O-])=O.[K+].[K+] (potassium carbonate). The solvent is C(C)#N (ACN). Conditions: temperature 80 celsius, time 12 hour. Product: COCC=1NC(=CN1)C=1C=C(C(=O)OC)C=CC1C (Methyl 3-(2-(methoxymethyl)-1H-imidazol-5-yl)-4-methylbenzoate). Isolated yield 18.5%. Reaction SMILES: Br[CH2:2][C:3]([C:5]1[CH:6]=[C:7]([CH:12]=[CH:13][C:14]=1[CH3:15])[C:8]([O:10][CH3:11])=[O:9])=O.Cl.[CH3:17][O:18][CH2:19][C:20](=[NH:22])[NH2:21].C(=O)([O-])[O-].[K+].[K+]>C(#N)C>[CH3:17][O:18][CH2:19][C:20]1[NH:21][C:3]([C:5]2[CH:6]=[C:7]([CH:12]=[CH:13][C:14]=2[CH3:15])[C:8]([O:10][CH3:11])=[O:9])=[CH:2][N:22]=1 |f:1.2,3.4.5|. Procedure details: Into a 50-mL round-bottom flask, which was purged and maintained with an inert atmosphere of nitrogen, was placed a solution of methyl 3-(2-bromoacetyl)-4-methylbenzoate (compound 27.2, 281 mg, 1.04 mmol) in ACN (5 mL). 2-Methoxyacetimidamide (compound 4.7, 194 mg, 1.56 mmol) and potassium carbonate (434 mg, 3.14 mmol) were added and the resulting mixture was stirred for 12 hours at 80° C., then concentrated under reduced pressure. The residue was diluted with water (50 mL) and extracted with et... Starting materials: [N+](=O)([O-])C1=CC=C(OC(=O)OC=2C=C(C(=O)OC)C=CC2)C=C1 (methyl 3-{[(4-nitrophenoxy)carbonyl]oxy}benzoate), FC=1C=C(C=CC1)C1CNCCC1CN(C(OC(C)(C)C)=O)[C@H](C)C1=CC=CC2=CC=CC=C12 (tert-butyl {[3-(3-fluorophenyl)piperidin-4-yl]methyl}[(1R)-1-(1-naphthyl)ethyl]carbamate), C1CCOC1 (THF), C(O)([O-])=O.[Na+] (sodium hydrogen carbonate). Solvent: C(C)N(CC)CC (triethylamine). Run at time 8 hour. Product: C(C)(C)(C)OC(=O)N([C@H](C)C1=CC=CC2=CC=CC=C12)CC1C(CN(CC1)C(=O)OC1=CC(=CC=C1)C(=O)OC)C1=CC(=CC=C1)F (3-(methoxycarbonyl)phenyl 4-({(tert-butoxycarbonyl)[(1R)-1-(1-naphthyl)ethyl]amino}methyl)-3-(3-fluorophenyl)piperidine-1-carboxylate). The yield is 101.8%. As a reaction SMILES: [N+](C1C=CC(O[C:9]([O:11][C:12]2[CH:13]=[C:14]([CH:19]=[CH:20][CH:21]=2)[C:15]([O:17][CH3:18])=[O:16])=[O:10])=CC=1)([O-])=O.[F:24][C:25]1[CH:26]=[C:27]([CH:31]2[CH:36]([CH2:37][N:38]([C@@H:46]([C:48]3[C:57]4[C:52](=[CH:53][CH:54]=[CH:55][CH:56]=4)[CH:51]=[CH:50][CH:49]=3)[CH3:47])[C:39](=[O:45])[O:40][C:41]([CH3:44])([CH3:43])[CH3:42])[CH2:35][CH2:34][NH:33][CH2:32]2)[CH:28]=[CH:29][CH:30]=1.C1COCC1.C(=O)([O-])O.[Na+]>C(N(CC)CC)C>[C:41]([O:40][C:39]([N:38]([CH2:37][CH:36]1[CH2:35][CH2:34][N:33]([C:9]([O:11][C:12]2[CH:21]=[CH:20][CH:19]=[C:14]([C:15]([O:17][CH3:18])=[O:16])[CH:13]=2)=[O:10])[CH2:32][CH:31]1[C:27]1[CH:28]=[CH:29][CH:30]=[C:25]([F:24])[CH:26]=1)[C@@H:46]([C:48]1[C:57]2[C:52](=[CH:53][CH:54]=[CH:55][CH:56]=2)[CH:51]=[CH:50][CH:49]=1)[CH3:47])=[O:45])([CH3:42])([CH3:43])[CH3:44] |f:3.4|. Procedure: To a suspension of 5.000 g of methyl 3-hydroxybenzoate, 6.955 g of 4-nitrophenyl chloroformate, and 100 mL of toluene was added 4.81 mL of triethylamine at room temperature, followed by stirring overnight. The insolubles were removed by filtration, and as solvent was removed by distillation under reduced pressure to obtain 5.948 g of methyl 3-{[(4-nitrophenoxy)carbonyl]oxy}benzoate as a pale yellow solid. To a mixture of 100 mg of methyl 3-{[(4-nitrophenoxy)carbonyl]oxy}benzoate, 139 mg of tert-... Starting materials: C1CCOC1, COc1cc(CCC#N)c(OS(=O)(=O)N(C)C)cc1OC, CCCCCC, CC(C)NC(C)C, [Li]CCCC, O. The product is COc1cc2c(cc1OC)C(C#N)C2. As a reaction SMILES: [CH2:41]1[O:42][CH2:43][CH2:44][CH2:45]1.[CH3:13][N:14]([CH3:15])[S:16](=[O:31])(=[O:32])[O:33][c:17]1[c:18]([CH2:27][CH2:28][C:29]#[N:30])[cH:19][c:20]([O:25][CH3:26])[c:21]([O:23][CH3:24])[cH:22]1.[CH3:35][CH2:36][CH2:37][CH2:38][CH2:39][CH3:40].[CH:1]([NH:2][CH:3]([CH3:4])[CH3:5])([CH3:6])[CH3:7].[Li:8][CH2:9][CH2:10][CH2:11][CH3:12].[OH2:34]>>[c:17]12[c:18]([cH:19][c:20]([O:25][CH3:26])[c:21]([O:23][CH3:24])[cH:22]1)[CH2:27][CH:28]2[C:29]#[N:30]. The reactants are CC(Cc1ccccc1)N=Cc1ccc(Cl)cc1, [Na+], [OH-], O, O=S(=O)(O)C(F)(F)F. Yields the product CC1Cc2ccccc2C(c2ccc(Cl)cc2)N1. Reaction SMILES: [Cl:9][c:10]1[cH:11][cH:12][c:13]([CH:14]=[N:15][CH:16]([CH2:17][c:18]2[cH:19][cH:20][cH:21][cH:22][cH:23]2)[CH3:24])[cH:25][cH:26]1.[Na+:28].[OH-:27].[OH2:29].[OH:1][S:2]([C:3]([F:4])([F:5])[F:6])(=[O:7])=[O:8]>>[Cl:9][c:10]1[cH:11][cH:12][c:13]([CH:14]2[NH:15][CH:16]([CH3:24])[CH2:17][c:18]3[c:19]2[cH:20][cH:21][cH:22][cH:23]3)[cH:25][cH:26]1. Reactants: CC(=O)C1=NN2c3cc(Cl)ccc3OCC2C1(CCCO)c1ccccc1, ClCCl, [Na+], [Na+], [Na+], O=C([O-])O, O=S([O-])([O-])=S. The product is CC(=O)C1=NN2c3cc(Cl)ccc3OCC2C1(CCC=O)c1ccccc1. As a reaction SMILES: [Cl:1][c:2]1[cH:3][cH:4][c:5]2[c:6]([cH:27]1)[N:7]1[CH:8]([CH2:9][O:10]2)[C:11]([c:17]2[cH:18][cH:19][cH:20][cH:21][cH:22]2)([CH2:23][CH2:24][CH2:25][OH:26])[C:12]([C:14]([CH3:15])=[O:16])=[N:13]1.[Cl:40][CH2:41][Cl:42].[Na+:33].[Na+:34].[Na+:39].[O-:35][C:36]([OH:37])=[O:38].[S:28]([O-:29])([O-:30])(=[O:31])=[S:32]>>[Cl:1][c:2]1[cH:3][cH:4][c:5]2[c:6]([cH:27]1)[N:7]1[CH:8]([CH2:9][O:10]2)[C:11]([c:17]2[cH:18][cH:19][cH:20][cH:21][cH:22]2)([CH2:23][CH2:24][CH:25]=[O:26])[C:12]([C:14]([CH3:15])=[O:16])=[N:13]1. Starting materials: ClC=1N=C(C2=C(N1)C=C(S2)CN2CCN(CC2)S(=O)(=O)C)N2CCOCC2 (2-Chloro-6-(4-methanesulfonyl-piperazin-1-ylmethyl)-4-morpholin-4-yl-thieno[3,2-d]pyrimidine), NC1=NC=C(C=C1)B1OC(C)(C)C(C)(C)O1 (2-amino-pyridine-5-boronic acid pinacol ester). The product is O1CCN(CC1)C=1C2=C(N=C(N1)C=1C=CC(=NC1)N)C=C(S2)CN2CCN(CC2)S(=O)(=O)C (5-(4-morpholino-6-((4-N-methylsulfonylpiperazin-1-yl)methyl)thieno[3,2-d]pyrimidin-2-yl)pyridin-2-amine). As a reaction SMILES: Cl[C:2]1[N:3]=[C:4]([N:22]2[CH2:27][CH2:26][O:25][CH2:24][CH2:23]2)[C:5]2[S:10][C:9]([CH2:11][N:12]3[CH2:17][CH2:16][N:15]([S:18]([CH3:21])(=[O:20])=[O:19])[CH2:14][CH2:13]3)=[CH:8][C:6]=2[N:7]=1.[NH2:28][C:29]1[CH:34]=[CH:33][C:32](B2OC(C)(C)C(C)(C)O2)=[CH:31][N:30]=1>>[O:25]1[CH2:26][CH2:27][N:22]([C:4]2[C:5]3[S:10][C:9]([CH2:11][N:12]4[CH2:17][CH2:16][N:15]([S:18]([CH3:21])(=[O:20])=[O:19])[CH2:14][CH2:13]4)=[CH:8][C:6]=3[N:7]=[C:2]([C:32]3[CH:33]=[CH:34][C:29]([NH2:28])=[N:30][CH:31]=3)[N:3]=2)[CH2:23][CH2:24]1. Procedure: 2-Chloro-6-(4-methanesulfonyl-piperazin-1-ylmethyl)-4-morpholin-4-yl-thieno[3,2-d]pyrimidine, prepared via General Procedure B-3, was reacted with 2-amino-pyridine-5-boronic acid pinacol ester in General Procedure A. Purification on silica and ether trituration gave 240. NMR (CDCl3): 2.67-2.71 (4H, m), 2.81 (3H, s), 3.29-3.33 (4H, m), 3.89 (2H, s), 3.89-3.93 (4H, m), 4.08-4.12 (4H, m), 4.60-4.65 (2H, br. s), 6.57 (1H, d, J=8.6), 7.40 (1H, s), 8.45 (1H, dd, J=8.6, 2.2), 9.17 (1H, d, J=2.2). MS (E...